This data is from the Open Reaction Database (ORD), a public repository of structured organic reaction records. The task is: describe an organic reaction: reactants, conditions, products, and yield Starting materials: CC1=CN(C(=O)NC1=O)C2CC(C(O2)COC(C3=CC=CC=C3)(C4=CC=C(C=C4)OC)C5=CC=C(C=C5)OC)O (5'-O-dimethoxytritylthymidine), O(C1=CC=CC=C1)CC(=O)Cl (phenoxyacetyl chloride), CS(=O)(=O)O (methanesulfonic acid). Solvent: N1=CC=CC=C1 (pyridine). Yields the product O(C1=CC=CC=C1)CC(=O)O[C@H]1C[C@@H](O[C@@H]1CO)N1C(=O)NC(=O)C(C)=C1 (3'-O-Phenoxyacetylthymidine). Isolated yield 60.6%. As a reaction SMILES: [CH3:1][C:2]1[C:8](=[O:9])[NH:7][C:5](=[O:6])[N:4]([CH:10]2[O:14][CH:13]([CH2:15][O:16]C(C3C=CC(OC)=CC=3)(C3C=CC(OC)=CC=3)C3C=CC=CC=3)[CH:12]([OH:40])[CH2:11]2)[CH:3]=1.[O:41]([CH2:48][C:49](Cl)=[O:50])[C:42]1[CH:47]=[CH:46][CH:45]=[CH:44][CH:43]=1.CS(O)(=O)=O>N1C=CC=CC=1>[O:41]([CH2:48][C:49]([O:40][C@@H:12]1[C@@H:13]([CH2:15][OH:16])[O:14][C@@H:10]([N:4]2[CH:3]=[C:2]([CH3:1])[C:8](=[O:9])[NH:7][C:5]2=[O:6])[CH2:11]1)=[O:50])[C:42]1[CH:47]=[CH:46][CH:45]=[CH:44][CH:43]=1. Reported procedure: To a solution of 5'-O-dimethoxytritylthymidine (27.23 g, 50.0 mmol) in pyridine (100 mL) at 0° C. was added phenoxyacetyl chloride (8.23 mL, 62.5 mL) dropwise, and the mixture was allowed to warm to ambient temperature over 3 hr. The reaction was quenched with methanol (ME, 25 mL) and concentrated in vacuo. The crude product was extracted with dichloromethane (DCM, 300 mL), washed with saturated aqueous sodium bicarbonate (SASB, 300 mL), dried (Na2 SO4), and concentrated. Toluene (2×100 mL) was ...